The task is: describe an organic reaction: reactants, conditions, products, and yield. This data is from the Open Reaction Database (ORD), a public repository of structured organic reaction records. Starting materials: [Cl-].C(CCCCCCCCCCCCCCC)[N+]1=CC=C(C=C1)O (hexadecyl-4-hydroxypyridinium chloride), alkyl bromide, N1=CC=CC=C1 (pyridine), substituted pyridine, heterocycle, alkyl bromides, iodides, C(C)O (ethanol), substituted pyridines, N1=CC=CC=C1 (pyridine). The solvent is [Br-] (bromide), CO (methanol), CO (methanol), CCOCC.C(C)O (ether ethanol). Run at time 6 hour. Product: [Cl-].C(CCCCCCCCCCC)[N+]1=CC=CC=C1 (Dodecylpyridinium chloride). Isolated yield 70.0%. Reaction SMILES: N1C=CC=CC=1.C(O)C.[Cl-:10].[CH2:11]([N+:27]1[CH:32]=[CH:31][C:30](O)=[CH:29][CH:28]=1)[CH2:12][CH2:13][CH2:14][CH2:15][CH2:16][CH2:17][CH2:18][CH2:19][CH2:20][CH2:21][CH2:22]CCCC>CO.[Br-].CCOCC.C(O)C>[Cl-:10].[CH2:11]([N+:27]1[CH:28]=[CH:29][CH:30]=[CH:31][CH:32]=1)[CH2:12][CH2:13][CH2:14][CH2:15][CH2:16][CH2:17][CH2:18][CH2:19][CH2:20][CH2:21][CH3:22] |f:2.3,6.7,8.9|. Reported procedure: The corresponding compounds of pyridine or substituted pyridine, as six-member heterocycle, can be prepared from the corresponding alkyl bromides or iodides in methanol at 35° C. and pyridine or substituted pyridines with a yield of 70%. The corresponding molar amounts of the alkyl bromide, almost all of which are available commercially but which must be subsequently preparatively purified by high-pressure liquid chromatography (HPLC), are firstly dissolved in methanol (10 times excess volume wi... Starting materials: ClC1=C(C=C(C=C1)C1=NC=2N(C(=C1)C(F)(F)F)N=CC2C(=O)O)C (5-(4-chloro-3-methyl-phenyl)-7-trifluoromethyl-pyrazolo[1,5-a]pyrimidine-3-carboxylic acid), N1(CCOCC1)S(=O)(=O)C=1C=C(C=CC1)N (3-(morpholine-4-sulfonyl)-phenylamine). Yields the product N1(CCOCC1)S(=O)(=O)C=1C=C(C=CC1)NC(=O)C=1C=NN2C1N=C(C=C2C(F)(F)F)C2=CC(=C(C=C2)Cl)C (5-(4-Chloro-3-methyl-phenyl)-7-trifluoromethyl-pyrazolo[1,5-a]pyrimidine-3-carboxylic acid[3-(morpholine-4-sulfonyl)-phenyl]-amide). As a reaction SMILES: [Cl:1][C:2]1[CH:7]=[CH:6][C:5]([C:8]2[CH:13]=[C:12]([C:14]([F:17])([F:16])[F:15])[N:11]3[N:18]=[CH:19][C:20]([C:21]([OH:23])=O)=[C:10]3[N:9]=2)=[CH:4][C:3]=1[CH3:24].[N:25]1([S:31]([C:34]2[CH:35]=[C:36]([NH2:40])[CH:37]=[CH:38][CH:39]=2)(=[O:33])=[O:32])[CH2:30][CH2:29][O:28][CH2:27][CH2:26]1>>[N:25]1([S:31]([C:34]2[CH:35]=[C:36]([NH:40][C:21]([C:20]3[CH:19]=[N:18][N:11]4[C:12]([C:14]([F:16])([F:15])[F:17])=[CH:13][C:8]([C:5]5[CH:6]=[CH:7][C:2]([Cl:1])=[C:3]([CH3:24])[CH:4]=5)=[N:9][C:10]=34)=[O:23])[CH:37]=[CH:38][CH:39]=2)(=[O:33])=[O:32])[CH2:26][CH2:27][O:28][CH2:29][CH2:30]1. Reported procedure: The title compound was prepared from 5-(4-chloro-3-methyl-phenyl)-7-trifluoromethyl-pyrazolo[1,5-a]pyrimidine-3-carboxylic acid (example C.6) and 3-(morpholine-4-sulfonyl)-phenylamine [CAS 22184-97-0; commercially available] according to general procedure II. Yellow solid. MS (ISP) 580.2 [(M+H)+]; mp 251° C. The reactants are ClC=1C=C2C=CC(=CC2=CC1)S(=O)(=O)N1CCN(CC1)C(C1=CC=C(C=C1)I)=O (1-(6-Chloronaphth-2-ylsulphonyl)-4-(4-iodobenzoyl)piperazine), C(C)B(C=1C=NC=CC1)CC (diethyl 3-pyridylborane), [OH-].[K+] (potassium hydroxide). Reagents/catalysts: [Br-].C(CCC)[N+](CCCC)(CCCC)CCCC (tetrabutyl ammonium bromide), [Pd].C1(=CC=CC=C1)P(C1=CC=CC=C1)C1=CC=CC=C1.C1(=CC=CC=C1)P(C1=CC=CC=C1)C1=CC=CC=C1.C1(=CC=CC=C1)P(C1=CC=CC=C1)C1=CC=CC=C1.C1(=CC=CC=C1)P(C1=CC=CC=C1)C1=CC=CC=C1 (tetrakis(triphenylphosphine) palladium (0)). The solvent is O1CCCC1 (tetrahydrofuran), CCOC(=O)C (EtOAc). Product: ClC=1C=C2C=CC(=CC2=CC1)S(=O)(=O)N1CCN(CC1)C(C1=CC=C(C=C1)C=1C=NC=CC1)=O (1-(6-chloronaphth-2-ylsulphonyl)-4-[4-(3-pyridyl)benzoyl]piperazine). Yield: 38.5%. As a reaction SMILES: [Cl:1][C:2]1[CH:3]=[C:4]2[C:9](=[CH:10][CH:11]=1)[CH:8]=[C:7]([S:12]([N:15]1[CH2:20][CH2:19][N:18]([C:21](=[O:29])[C:22]3[CH:27]=[CH:26][C:25](I)=[CH:24][CH:23]=3)[CH2:17][CH2:16]1)(=[O:14])=[O:13])[CH:6]=[CH:5]2.C(B(CC)[C:33]1[CH:34]=[N:35][CH:36]=[CH:37][CH:38]=1)C.[OH-].[K+]>[Br-].C([N+](CCCC)(CCCC)CCCC)CCC.O1CCCC1.CCOC(C)=O.[Pd].C1(P(C2C=CC=CC=2)C2C=CC=CC=2)C=CC=CC=1.C1(P(C2C=CC=CC=2)C2C=CC=CC=2)C=CC=CC=1.C1(P(C2C=CC=CC=2)C2C=CC=CC=2)C=CC=CC=1.C1(P(C2C=CC=CC=2)C2C=CC=CC=2)C=CC=CC=1>[Cl:1][C:2]1[CH:3]=[C:4]2[C:9](=[CH:10][CH:11]=1)[CH:8]=[C:7]([S:12]([N:15]1[CH2:20][CH2:19][N:18]([C:21](=[O:29])[C:22]3[CH:27]=[CH:26][C:25]([C:33]4[CH:34]=[N:35][CH:36]=[CH:37][CH:38]=4)=[CH:24][CH:23]=3)[CH2:17][CH2:16]1)(=[O:14])=[O:13])[CH:6]=[CH:5]2 |f:2.3,4.5,8.9.10.11.12|. Reported procedure: 1-(6-Chloronaphth-2-ylsulphonyl)-4-(4-iodobenzoyl)piperazine (920 mg, 1.7 mmol), diethyl 3-pyridylborane (250 mg, 1.7 mmol), tetrabutyl ammonium bromide (110 mg, 0.34 mmol), tetrakis(triphenylphosphine) palladium (0) (69 mg,0.06 mmol) and potassium hydroxide (286 mg, 5.1 mmol) were refluxed in dry tetrahydrofuran (100 mL) for two hours under an atmosphere of nitrogen. The reaction mixture was allowed to cool to room temperature then concentrated in vacuo. The resulting solid was subjected to fla... The reactants are Cl, [Na+], CC12CC(N3CCC4(CC3)OCCO4)C(O)CC1CCC1C2CCC2(C)C(O)C(N3CCCC3)CC12, C1COCCO1, [OH-]. Product: CC12CC(N3CCC(=O)CC3)C(O)CC1CCC1C2CCC2(C)C(O)C(N3CCCC3)CC12. As a reaction SMILES: [ClH:1].[Na+:39].[O:2]1[CH2:4][CH2:3][O:5][C:6]12[CH2:7][CH2:8][N:9]([CH:12]1[CH:13]([OH:37])[CH2:14][CH:15]3[CH2:16][CH2:17][CH:18]4[CH:19]5[CH2:20][CH:21]([N:32]6[CH2:33][CH2:34][CH2:35][CH2:36]6)[CH:22]([OH:31])[C:23]5([CH3:24])[CH2:25][CH2:26][CH:27]4[C:28]3([CH3:30])[CH2:29]1)[CH2:10][CH2:11]2.[O:40]1[CH2:41][CH2:42][O:43][CH2:44][CH2:45]1.[OH-:38]>>[O:5]=[C:6]1[CH2:7][CH2:8][N:9]([CH:12]2[CH:13]([OH:37])[CH2:14][CH:15]3[CH2:16][CH2:17][CH:18]4[CH:19]5[CH2:20][CH:21]([N:32]6[CH2:33][CH2:34][CH2:35][CH2:36]6)[CH:22]([OH:31])[C:23]5([CH3:24])[CH2:25][CH2:26][CH:27]4[C:28]3([CH3:30])[CH2:29]2)[CH2:10][CH2:11]1. The reactants are C(C)(C)(C)OC(=O)N1CC2CNCC2C1 (hexahydro-pyrrolo[3,4-c]pyrrole-2-carboxylic acid tert-butyl ester), BrC1=C(C#N)C=CC=C1 (2-bromobenzonitrile), CC1(C2=C(C(=CC=C2)P(C3=CC=CC=C3)C4=CC=CC=C4)OC5=C(C=CC=C51)P(C6=CC=CC=C6)C7=CC=CC=C7)C (xantphos), CC(C)([O-])C.[Na+] (sodium t-butoxide). The reagents and catalysts are C=1C=CC(=CC1)/C=C/C(=O)/C=C/C2=CC=CC=C2.C=1C=CC(=CC1)/C=C/C(=O)/C=C/C2=CC=CC=C2.C=1C=CC(=CC1)/C=C/C(=O)/C=C/C2=CC=CC=C2.[Pd].[Pd] (Pd2(dba)3). The solvent is O1CCOCC1 (dioxane). Conditions: temperature 120 celsius. Product: C(C)(C)(C)OC(=O)N1CC2CN(CC2C1)C1=C(C=CC=C1)C#N (5-(2-Cyano-phenyl)-hexahydro-pyrrolo[3,4-c]pyrrole-2-carboxylic acid tert-butyl ester). The yield is 74.0%. As a reaction SMILES: [C:1]([O:5][C:6]([N:8]1[CH2:15][CH:14]2[CH:10]([CH2:11][NH:12][CH2:13]2)[CH2:9]1)=[O:7])([CH3:4])([CH3:3])[CH3:2].Br[C:17]1[CH:24]=[CH:23][CH:22]=[CH:21][C:18]=1[C:19]#[N:20].CC1(C)C2C(=C(P(C3C=CC=CC=3)C3C=CC=CC=3)C=CC=2)OC2C(P(C3C=CC=CC=3)C3C=CC=CC=3)=CC=CC1=2.CC(C)([O-])C.[Na+]>O1CCOCC1.C1C=CC(/C=C/C(/C=C/C2C=CC=CC=2)=O)=CC=1.C1C=CC(/C=C/C(/C=C/C2C=CC=CC=2)=O)=CC=1.C1C=CC(/C=C/C(/C=C/C2C=CC=CC=2)=O)=CC=1.[Pd].[Pd]>[C:1]([O:5][C:6]([N:8]1[CH2:9][CH:10]2[CH:14]([CH2:13][N:12]([C:17]3[CH:24]=[CH:23][CH:22]=[CH:21][C:18]=3[C:19]#[N:20])[CH2:11]2)[CH2:15]1)=[O:7])([CH3:4])([CH3:2])[CH3:3] |f:3.4,6.7.8.9.10|. Procedure details: A mixture of hexahydro-pyrrolo[3,4-c]pyrrole-2-carboxylic acid tert-butyl ester (464 mg, (2.19 mmol), 2-bromobenzonitrile (400 mg, 2.19 mmol), Pd2(dba)3 (100 mg, 0.11 mmol), xantphos (190 mg, 0.33 mmol), sodium t-butoxide (618 mg, 6.57 mmol) in degassed anhydrous dioxane (10 mL) was heated at 120° C. in a sealed tube for 1 h. The mixture was allowed to cool and filtered through celite. The filtrate was concentrated and purified by chromatography (EtOAc/hexanes) to yield the title compound (505 m... Starting materials: ClC1=NC(=NC(=N1)N1CCOCC1)N1C2COCC1CC2 (8-(4-chloro-6-morpholino-1,3,5-triazin-2-yl)-3-oxa-8-azabicyclo[3,2,1]octane), NC1=CC=C(C=C1)B1OC(C)(C)C(C)(C)O1 (4-aminophenylboronic acid pinacol ester), C(=O)([O-])[O-].[Na+].[Na+] (Na2CO3). The reagents and catalysts are C=1C=CC(=CC1)[P](C=2C=CC=CC2)(C=3C=CC=CC3)[Pd]([P](C=4C=CC=CC4)(C=5C=CC=CC5)C=6C=CC=CC6)([P](C=7C=CC=CC7)(C=8C=CC=CC8)C=9C=CC=CC9)[P](C=1C=CC=CC1)(C=1C=CC=CC1)C=1C=CC=CC1 (Pd(PPh3)4). Run in COCCOC (1,2-dimethoxyethane). Run at temperature 130 celsius. The product is N1(CCOCC1)C1=NC(=NC(=N1)N1C2COCC1CC2)C2=CC=C(N)C=C2 (4-[4-morpholin-4-yl-6-(3-oxa-8-azabicyclo[3.2.1]oct-8-yl)-1,3,5-triazin-2-yl]aniline). Isolated yield 76.0%. As a reaction SMILES: Cl[C:2]1[N:7]=[C:6]([N:8]2[CH2:13][CH2:12][O:11][CH2:10][CH2:9]2)[N:5]=[C:4]([N:14]2[CH:19]3[CH2:20][CH2:21][CH:15]2[CH2:16][O:17][CH2:18]3)[N:3]=1.[NH2:22][C:23]1[CH:28]=[CH:27][C:26](B2OC(C)(C)C(C)(C)O2)=[CH:25][CH:24]=1.C([O-])([O-])=O.[Na+].[Na+]>C1C=CC([P]([Pd]([P](C2C=CC=CC=2)(C2C=CC=CC=2)C2C=CC=CC=2)([P](C2C=CC=CC=2)(C2C=CC=CC=2)C2C=CC=CC=2)[P](C2C=CC=CC=2)(C2C=CC=CC=2)C2C=CC=CC=2)(C2C=CC=CC=2)C2C=CC=CC=2)=CC=1.COCCOC>[N:8]1([C:6]2[N:5]=[C:4]([N:14]3[CH:19]4[CH2:20][CH2:21][CH:15]3[CH2:16][O:17][CH2:18]4)[N:3]=[C:2]([C:26]3[CH:27]=[CH:28][C:23]([NH2:22])=[CH:24][CH:25]=3)[N:7]=2)[CH2:13][CH2:12][O:11][CH2:10][CH2:9]1 |f:2.3.4,^1:47,49,68,87|. Reported procedure: To a 10 mL vial were added 8-(4-chloro-6-morpholino-1,3,5-triazin-2-yl)-3-oxa-8-azabicyclo[3,2,1]octane (311 mg, 1.0 mmol), 4-aminophenylboronic acid pinacol ester (328 mg, 1.5 mmol), Pd(PPh3)4 (58 mg, 5 mol %), 1,2-dimethoxyethane (DME, 2.5 mL) and 2M Na2CO3 aqueous solution (1.5 mL). The resulting mixture was heated at 130° C. for 30 min in microwave oven. The reaction mixture was cooled to room temperature. The aqueous phase was extracted with EtOAc, and the combined organic phases were dried... Reactants: FC1=C(C=CC(=C1)F)[C@@](CN1N=CN=C1)([C@@H](C)S[C@H]1CO[C@@H](OC1)C1=CC=CC=C1)O ((2R,3R)-2-(2,4-difluorophenyl)-3-[[trans-2-phenyl-1,3-dioxan-5-yl]thio]-1-(1H-1,2,4-triazol-1-yl)-2-butanol), Cl.O1CCOCC1 (HCl dioxane), C(=O)(O)[O-].[Na+] (NaHCO3). Run in CO (methanol). Conditions: time 30 minute. Product: FC1=C(C=CC(=C1)F)[C@@](CN1N=CN=C1)([C@@H](C)SC(CO)CO)O ((2R,3R)-2-(2,4-Difluorophenyl)-3-[(1,3-dihydroxy-2-propyl]thio]-1-(1H-1,2,4-triazol-1-yl)-2-butanol). Isolated yield 88.1%. Reaction SMILES: [F:1][C:2]1[CH:7]=[C:6]([F:8])[CH:5]=[CH:4][C:3]=1[C@:9]([OH:31])([C@H:16]([S:18][C@@H:19]1[CH2:24][O:23][C@@H](C2C=CC=CC=2)[O:21][CH2:20]1)[CH3:17])[CH2:10][N:11]1[CH:15]=[N:14][CH:13]=[N:12]1.Cl.O1CCOCC1.C([O-])(O)=O.[Na+]>CO>[F:1][C:2]1[CH:7]=[C:6]([F:8])[CH:5]=[CH:4][C:3]=1[C@:9]([OH:31])([C@H:16]([S:18][CH:19]([CH2:20][OH:21])[CH2:24][OH:23])[CH3:17])[CH2:10][N:11]1[CH:15]=[N:14][CH:13]=[N:12]1 |f:1.2,3.4|. Reported procedure: In 3.5 ml of methanol were dissolved 253 mg of (2R,3R)-2-(2,4-difluorophenyl)-3-[[trans-2-phenyl-1,3-dioxan-5-yl]thio]-1-(1H-1,2,4-triazol-1-yl)-2-butanol as described in Example 40, and 0.35 ml of a 4N HCl-dioxane solution were added to the solution, followed by stirring of the resulting mixture at room temperature for 30 minutes. To the reaction mixture were added 250 mg of a NaHCO3 powder, and the mixture was stirred for 10 minutes, followed by filtration of the reaction mixture and concentra...